This data is from the Open Reaction Database (ORD), a public repository of structured organic reaction records. The task is: describe an organic reaction: reactants, conditions, products, and yield The reactants are N-hydroxysuccinimide ester, ClC1=C(C(=CC=C1)Cl)NC1=C(C=CC=C1)CC(=O)O (2-[2-(2,6-dichlorophenylamino)-phenyl]-acetic acid), [Na][Na] (disodium), N[C@@H](CC(=O)O)C(=O)O (L-aspartic acid). The solvent is CN(C=O)C (dimethylformamide), CO.O (methanol water). The product is ClC1=C(C(=CC=C1)Cl)NC1=C(C=CC=C1)CC(=O)N[C@@H](CC(=O)O)C(=O)O (N-{[2-(2,6-dichlorophenylamino)-phenyl]-acetyl}-aspartic acid). RXN SMILES: [Cl:1][C:2]1[CH:7]=[CH:6][CH:5]=[C:4]([Cl:8])[C:3]=1[NH:9][C:10]1[CH:15]=[CH:14][CH:13]=[CH:12][C:11]=1[CH2:16][C:17]([OH:19])=O.[Na][Na].[NH2:22][C@H:23]([C:28]([OH:30])=[O:29])[CH2:24][C:25]([OH:27])=[O:26]>CN(C)C=O.CO.O>[Cl:8][C:4]1[CH:5]=[CH:6][CH:7]=[C:2]([Cl:1])[C:3]=1[NH:9][C:10]1[CH:15]=[CH:14][CH:13]=[CH:12][C:11]=1[CH2:16][C:17]([NH:22][C@H:23]([C:28]([OH:30])=[O:29])[CH2:24][C:25]([OH:27])=[O:26])=[O:19] |f:4.5|. Procedure: A solution of 3.9 g of the N-hydroxysuccinimide ester of 2-[2-(2,6-dichlorophenylamino)-phenyl]-acetic acid in dimethylformamide is added dropwise to 2.00 g of the disodium salt of L-aspartic acid in 10 ml of methanol/water (1:1). The solution is concentrated by evaporation in vacuo after one hour at room temperature, the residue is taken up in ethyl acetate and dilute hydrochloric acid and partitioned and the ethyl acetate phase is washed with water, dried with Na2SO4 and concentrated by evapor... The reactants are CC(=O)OC1C(OCc2ccccc2)C(COC(C)(C)C)(COS(=O)(=O)c2ccc(C)cc2)OC1(n1cc(C)c(=O)[nH]c1=O)[SiH](c1ccccc1)c1ccccc1, O=C([O-])[O-], CC(=O)O, CO, [K+], [K+], O. Yields the product Cc1ccc(S(=O)(=O)OCC2(COC(C)(C)C)OC(n3cc(C)c(=O)[nH]c3=O)([SiH](c3ccccc3)c3ccccc3)C(O)C2OCc2ccccc2)cc1. RXN SMILES: [C:10](=[O:11])([CH3:12])[O:13][CH:14]1[C:15]([n:45]2[c:46](=[O:47])[nH:48][c:49](=[O:50])[c:51]([CH3:53])[cH:52]2)([SiH:54]([c:55]2[cH:56][cH:57][cH:58][cH:59][cH:60]2)[c:61]2[cH:62][cH:63][cH:64][cH:65][cH:66]2)[O:16][C:17]([CH2:27][O:28][C:29]([CH3:30])([CH3:31])[CH3:32])([CH2:33][O:34][S:35](=[O:36])(=[O:37])[c:38]2[cH:39][cH:40][c:41]([CH3:44])[cH:42][cH:43]2)[CH:18]1[O:19][CH2:20][c:21]1[cH:22][cH:23][cH:24][cH:25][cH:26]1.[C:1](=[O:2])([O-:3])[O-:4].[CH3:67][C:68](=[O:69])[OH:70].[CH3:8][OH:9].[K+:5].[K+:6].[OH2:7]>>[OH:13][CH:14]1[C:15]([n:45]2[c:46](=[O:47])[nH:48][c:49](=[O:50])[c:51]([CH3:53])[cH:52]2)([SiH:54]([c:55]2[cH:56][cH:57][cH:58][cH:59][cH:60]2)[c:61]2[cH:62][cH:63][cH:64][cH:65][cH:66]2)[O:16][C:17]([CH2:27][O:28][C:29]([CH3:30])([CH3:31])[CH3:32])([CH2:33][O:34][S:35](=[O:36])(=[O:37])[c:38]2[cH:39][cH:40][c:41]([CH3:44])[cH:42][cH:43]2)[CH:18]1[O:19][CH2:20][c:21]1[cH:22][cH:23][cH:24][cH:25][cH:26]1. The reactants are O (water), ClC1=C(COCC(=O)C2=CC=CC=C2)C=CC(=C1)Cl (2-(2,4-Dichlorobenzyloxy)acetophenone), O1CCOCC1 (1,4-dioxane), BrBr (bromine). The solvent is C(C)OCC (diethyl ether). Reaction conditions: time 1 hour. Product: crude product, BrC(C(=O)C1=CC=CC=C1)OCC1=C(C=C(C=C1)Cl)Cl (ω-Bromo-2-(2,4-dichlorobenzyloxy)acetophenone). The yield is 76.4%. RXN SMILES: [Cl:1][C:2]1[CH:18]=[C:17]([Cl:19])[CH:16]=[CH:15][C:3]=1[CH2:4][O:5][CH2:6][C:7]([C:9]1[CH:14]=[CH:13][CH:12]=[CH:11][CH:10]=1)=[O:8].O1CCOCC1.[Br:26]Br.O>C(OCC)C>[Br:26][CH:6]([O:5][CH2:4][C:3]1[CH:15]=[CH:16][C:17]([Cl:19])=[CH:18][C:2]=1[Cl:1])[C:7]([C:9]1[CH:14]=[CH:13][CH:12]=[CH:11][CH:10]=1)=[O:8]. Reported procedure: 2-(2,4-Dichlorobenzyloxy)acetophenone (29.52 g, 100 mmole) was dissolved in a mixture of diethyl ether (100 ml) and 1,4-dioxane (100 mmole) and bromine (16 g, 100 mmole) was added dropwise over 1 hour. After stirring at the same temperature for additional 1 hour, water (200 ml) was added and the mixture was separated into layers. The aqueous layer was extracted with diethyl ether (200 ml). The organic layers were combined, washed with 1% aqueous solution of sodium bicarbonate (180 ml) and dired ... Reactants: CC=1C(=C2C=CN(C2=C(C1)C)S(=O)(=O)C1=CC=C(C)C=C1)C(C1=NC2=C(N1)C=CC(=C2)C#N)O ((±)-2-((5,7-dimethyl-1-tosyl-1H-indol-4-yl)(hydroxy)methyl)-1H-benzo[d]imidazole-5-carbonitrile), [OH-].[K+] (KOH), C(CC(C)C)N (isoamylamine). Solvent: CCO (EtOH). Conditions: temperature 100 celsius. Yields the product CC=1C(=C2C=CNC2=C(C1)C)C(C=1NC2=C(N1)C=CC(=C2)C#N)O ((±)-2-((5,7-Dimethyl-1H-indol-4-yl)(hydroxy)methyl)benzo[d]imidazole-5-carbonitrile). Reaction SMILES: [CH3:1][C:2]1[C:3]([CH:22]([OH:34])[C:23]2[NH:27][C:26]3[CH:28]=[CH:29][C:30]([C:32]#[N:33])=[CH:31][C:25]=3[N:24]=2)=[C:4]2[C:8](=[C:9]([CH3:11])[CH:10]=1)[N:7](S(C1C=CC(C)=CC=1)(=O)=O)[CH:6]=[CH:5]2.[OH-].[K+].C(N)CC(C)C>CCO>[CH3:1][C:2]1[C:3]([CH:22]([OH:34])[C:23]2[NH:24][C:25]3[CH:31]=[C:30]([C:32]#[N:33])[CH:29]=[CH:28][C:26]=3[N:27]=2)=[C:4]2[C:8](=[C:9]([CH3:11])[CH:10]=1)[NH:7][CH:6]=[CH:5]2 |f:1.2|. Procedure details: A mixture of (±)-2-((5,7-dimethyl-1-tosyl-1H-indol-4-yl)(hydroxy)methyl)-1H-benzo[d]imidazole-5-carbonitrile, KOH (84 mg, 1.50 mmol) and isoamylamine (0.35 mL, 3 mmol) in EtOH (1.5 mL) was heated at 100° C. for 1 h under the microwave irradiation. The reaction mixture was concentrated. The residue was diluted with CH2Cl2 and brine. The layers were separated and the aqueous layer was extracted with CH2Cl2. The combined organic extracts were dried over NaSO3, filtered and evaporated. The resulting... Reaction SMILES: [CH2:25]1[O:26][CH2:27][CH2:28][CH2:29]1.[Cl:1][c:2]1[cH:3][c:4]([C:5](=[O:6])[O:7][C:8]([CH3:9])([CH3:10])[CH3:11])[cH:12][c:13]([CH:15]=[O:16])[n:14]1.[F:17][C:18]([F:19])([F:20])[Si:21]([CH3:22])([CH3:23])[CH3:24]>>[Cl:1][c:2]1[cH:3][c:4]([C:5](=[O:6])[O:7][C:8]([CH3:9])([CH3:10])[CH3:11])[cH:12][c:13]([CH:15]([OH:16])[C:18]([F:17])([F:19])[F:20])[n:14]1. Starting materials: C1CCOC1, CC(C)(C)OC(=O)c1cc(Cl)nc(C=O)c1, C[Si](C)(C)C(F)(F)F. The product is CC(C)(C)OC(=O)c1cc(Cl)nc(C(O)C(F)(F)F)c1. The reactants are CC1CNC(=O)C(NC(=O)/C=C/CC(OC(=O)C(OC1=O)CC(C)C)C(C)C2C(O2)C3=CC=CC=C3)CC4=CC(=C(C=C4)OC)Cl (Cryptophycin), ClC1=CC(=CC=C1)C(=O)OO (m-chloroperbenzoic acid). Solvent: C(Cl)(Cl)Cl (chloroform), C(Cl)(Cl)Cl (chloroform). Run at time 8 hour. Yields the product C[C@@H]1CNC(=O)[C@H](NC(=O)/C=C\C[C@H](OC(=O)[C@@H](OC1=O)CC(C)(C)C)[C@H](C)[C@@H]2[C@H](O2)C3=CC=CC=C3)CC4=CC(=C(C=C4)OC)Cl (Cryptophycin-292). The yield is 103.6%. As a reaction SMILES: [CH3:1][CH:2]1[C:20](=[O:21])[O:19][CH:18]([CH2:22][CH:23]([CH3:25])[CH3:24])[C:16](=[O:17])[O:15][CH:14]([CH:26]([CH:28]2[O:30][CH:29]2[C:31]2[CH:36]=[CH:35][CH:34]=[CH:33][CH:32]=2)[CH3:27])[CH2:13][CH:12]=[CH:11][C:9](=[O:10])[NH:8][CH:7]([CH2:37][C:38]2[CH:43]=[CH:42][C:41]([O:44][CH3:45])=[C:40]([Cl:46])[CH:39]=2)[C:5](=[O:6])[NH:4][CH2:3]1.Cl[C:48]1C=CC=C(C(OO)=O)C=1>C(Cl)(Cl)Cl>[CH3:1][C@H:2]1[C:20](=[O:21])[O:19][C@@H:18]([CH2:22][C:23]([CH3:48])([CH3:24])[CH3:25])[C:16](=[O:17])[O:15][C@H:14]([C@@H:26]([C@H:28]2[O:30][C@@H:29]2[C:31]2[CH:32]=[CH:33][CH:34]=[CH:35][CH:36]=2)[CH3:27])[CH2:13][CH:12]=[CH:11][C:9](=[O:10])[NH:8][C@H:7]([CH2:37][C:38]2[CH:43]=[CH:42][C:41]([O:44][CH3:45])=[C:40]([Cl:46])[CH:39]=2)[C:5](=[O:6])[NH:4][CH2:3]1. Procedure details: A solution of Cryptophycin 289 (13.2 g, 20.2 mmol) in chloroform (43 mL) is stirred and treated with m-chloroperbenzoic acid (m-CPBA) (95% pure, 5.19 g, 30.1 mmol). After stirring overnight at room temperature, the solution is diluted with chloroform until clear, washed with sodium bicarbonate (saturated aqueous, 100 mL), sodium sulfite (saturated aqueous, 100 mL), sodium chloride (saturated aqueous, 100 mL), dried (magnesium sulfate), filtered, and the filtrate evaporated (40° C., 20 mm Hg) to ... Starting materials: C1OC2=CSC=C2OC1 (3.4-ethylenedioxythiophene), C[Si](C)(C)C#CC1=CC=C(C=C1)I (4-trimethylsilylethynyl iodobenzene), C(CCC)[Li] (n-butyllithium). Reagents/catalysts: Cl[Pd]([P](C1=CC=CC=C1)(C2=CC=CC=C2)C3=CC=CC=C3)([P](C4=CC=CC=C4)(C5=CC=CC=C5)C6=CC=CC=C6)Cl (dichlorobis-(triphenylphosphine)palladium(II)), [Br-].[Zn+2].[Br-] (zinc bromide). Solvent: O1CCCC1 (tetrahydrofuran). Reaction conditions: time 1 hour. Product: O1C=2C(OCC1)=C(SC2)C2=CC=C(C=C2)C#C[Si](C)(C)C ([4-(2,3-Dihydro-thieno[3,4-b][1,4]dioxin-5-yl)-phenylethynyl]-trimethyl-silane). Yield: 57.7%. Reaction SMILES: [CH2:1]1[CH2:9][O:8][C:7]2[C:3](=[CH:4][S:5][CH:6]=2)[O:2]1.C([Li])CCC.[CH3:15][Si:16]([C:19]#[C:20][C:21]1[CH:26]=[CH:25][C:24](I)=[CH:23][CH:22]=1)([CH3:18])[CH3:17]>O1CCCC1.[Br-].[Zn+2].[Br-].Cl[Pd](Cl)([P](C1C=CC=CC=1)(C1C=CC=CC=1)C1C=CC=CC=1)[P](C1C=CC=CC=1)(C1C=CC=CC=1)C1C=CC=CC=1>[O:8]1[CH2:9][CH2:1][O:2][C:3]2=[C:4]([C:24]3[CH:25]=[CH:26][C:21]([C:20]#[C:19][Si:16]([CH3:15])([CH3:18])[CH3:17])=[CH:22][CH:23]=3)[S:5][CH:6]=[C:7]12 |f:4.5.6,^1:38,57|. Procedure details: As shown in the following Reaction 3, 580 mg (4.08 mmol) of 3.4-ethylenedioxythiophene was melted in 10 mL of tetrahydrofuran under nitrogen atmosphere at the temperature of −78° C., and 2.45 mL (6.12 mmol, 1.5 eq) of n-butyllithium was added thereto, and then the reaction solution was stirred for 1 hour. After completion of stirring, 1.37 g (6.12 mmol, 1.5 eq) of zinc bromide was again added to the reaction solution at the temperature of 0° C., and then the reaction solution was stirred for 1 h...